This data is from the Open Reaction Database (ORD), a public repository of structured organic reaction records. The task is: describe an organic reaction: reactants, conditions, products, and yield Reactants: C(C)NCl (ethylamino hydrochloride), N1=CC=CC=C1 (pyridine), C[C@H]1CC[C@]2([C@H]([C@]1(C)CC3=CC(=O)C=CC3=O)CCC=C2C)C (avarone). Solvent: C(C)O (ethanol). Product: CCNC1=CC(=O)C(=CC1=O)C[C@@]2([C@H](CC[C@]3([C@H]2CCC=C3C)C)C)C (4'-ethylamino avarone). As a reaction SMILES: [CH2:1]([NH:3]Cl)[CH3:2].N1C=CC=CC=1.[CH3:11][C@@H:12]1[C@:17]([CH2:19][C:20]2[C:26](=[O:27])[CH:25]=[CH:24][C:22](=[O:23])[CH:21]=2)([CH3:18])[C@@H:16]2[CH2:28][CH2:29][CH:30]=[C:31]([CH3:32])[C@@:15]2([CH3:33])[CH2:14][CH2:13]1>C(O)C>[CH3:2][CH2:1][NH:3][C:24]1[C:22](=[O:23])[CH:21]=[C:20]([CH2:19][C@@:17]2([CH3:18])[C@@H:16]3[CH2:28][CH2:29][CH:30]=[C:31]([CH3:32])[C@@:15]3([CH3:33])[CH2:14][CH2:13][C@@H:12]2[CH3:11])[C:26](=[O:27])[CH:25]=1. Procedure: Add 2.5 g of ethylamino hydrochloride and 5 ml of pyridine to a solution of 500 mg avarone in 1000 ml of 50% ethanol, and distill off the ethanol under water-jet vacuum after 20 hours. Extract the aqueous residue with dichloromethane and chromatograph the reduced dichloromethane extract using a silica gel column and dichloromethane as extraction agent. In the course of this process 3'-ethylamino and 4'-ethylamino avarone is obtained. The reactants are C(C)(C)(C)OC(=O)N1CCC(CC1)N=[N+]=[N-] (4-Azido-piperidine-1-carboxylic acid tert-butyl ester), CuSO4.5H2O, CS(=O)(=O)C1=CC=C(C=C1)OCC#C (1-methanesulfonyl-4-prop-2-ynyloxy-benzene), O=C1C(O)=C([O-])[C@H](O1)[C@@H](O)CO.[Na+] (Sodium ascorbate). The solvent is O.CC(C)(C)O (H2O t-BuOH), O (water). Reaction conditions: time 8 hour. Yields the product C(C)(C)(C)OC(=O)N1CCC(CC1)N1N=NC(=C1)COC1=CC=C(C=C1)S(=O)(=O)C (4-[4-(4-Methanesulfonyl-phenoxymethyl)-[1,2,3]triazol-1-yl]-piperidine-1-carboxylic acid tert-butyl ester). RXN SMILES: [C:1]([O:5][C:6]([N:8]1[CH2:13][CH2:12][CH:11]([N:14]=[N+:15]=[N-:16])[CH2:10][CH2:9]1)=[O:7])([CH3:4])([CH3:3])[CH3:2].[CH3:17][S:18]([C:21]1[CH:26]=[CH:25][C:24]([O:27][CH2:28][C:29]#[CH:30])=[CH:23][CH:22]=1)(=[O:20])=[O:19].O=C1O[C@H]([C@H](CO)O)C([O-])=C1O.[Na+]>O.CC(O)(C)C.O>[C:1]([O:5][C:6]([N:8]1[CH2:9][CH2:10][CH:11]([N:14]2[CH:30]=[C:29]([CH2:28][O:27][C:24]3[CH:25]=[CH:26][C:21]([S:18]([CH3:17])(=[O:19])=[O:20])=[CH:22][CH:23]=3)[N:16]=[N:15]2)[CH2:12][CH2:13]1)=[O:7])([CH3:4])([CH3:2])[CH3:3] |f:2.3,4.5|. Reported procedure: 4-Azido-piperidine-1-carboxylic acid tert-butyl ester (1 eq) and 1-methanesulfonyl-4-prop-2-ynyloxy-benzene (1 eq) were suspended in H2O/t-BuOH (1:1). Sodium ascorbate (0.1 eq) was added followed by CuSO4.5H2O (0.01 eq). The mixture was stirred vigorously overnight. The mixture was diluted with water and a precipitate formed. The precipitate was collected by filtration and purified on silica gel to give the desired product. 1H NMR (CDCl3): δ 7.88 (2H, d), 7.67 (1H, s), 7.14 (2H, d), 5.29 (2H, s)... The product is CNCC(O)CN1CCC(Oc2ccc(Cl)c(Cl)c2)CC1. RXN SMILES: [CH3:20][NH2:21].[CH3:22][CH2:23][OH:24].[Cl:1][c:2]1[cH:3][c:4]([O:5][CH:6]2[CH2:7][CH2:8][N:9]([CH2:12][CH:13]3[O:14][CH2:15]3)[CH2:10][CH2:11]2)[cH:16][cH:17][c:18]1[Cl:19]>>[Cl:1][c:2]1[cH:3][c:4]([O:5][CH:6]2[CH2:7][CH2:8][N:9]([CH2:12][CH:13]([OH:14])[CH2:15][NH:21][CH3:20])[CH2:10][CH2:11]2)[cH:16][cH:17][c:18]1[Cl:19]. Reactants: CN, CCO, Clc1ccc(OC2CCN(CC3CO3)CC2)cc1Cl. Reactants: CC(=O)Cl, O, c1ccncc1, Nc1nc(-c2ccco2)c2sccc2n1. Yields the product CC(=O)Nc1nc(-c2ccco2)c2sccc2n1. RXN SMILES: [CH3:16][C:17]([Cl:18])=[O:19].[OH2:20].[cH:21]1[cH:22][cH:23][n:24][cH:25][cH:26]1.[o:1]1[c:2](-[c:6]2[c:7]3[c:8]([n:9][c:10]([NH2:12])[n:11]2)[cH:13][cH:14][s:15]3)[cH:3][cH:4][cH:5]1>>[o:1]1[c:2](-[c:6]2[c:7]3[c:8]([n:9][c:10]([NH:12][C:17]([CH3:16])=[O:19])[n:11]2)[cH:13][cH:14][s:15]3)[cH:3][cH:4][cH:5]1. The reactants are N1C(=CC=CC=C1)C=1OCC(C1C(=O)OC(C)C)=O (isopropyl 2-azepinyl-4-oxo-4,5-dihydrofuran-3-carboxylate), N1C=C(C2=CC=CN=C12)C=O (7-azaindole-3-carboxaldehyde), hexamethyleneimine. Run in CC(C)O (2-propanol). Product: N1C=C(C=2C1=NC=CC2)C=C2C(C(=C(O2)C=2NC=CC=CC2)C(=O)OC(C)C)=O (Isopropyl 5-[(1H-pyrrolo[2,3-b]pyridin-3-yl)methylene]-2-azepinyl-4-oxo-4,5-dihydrofuran-3-carboxylate). Isolated yield 51.4%. As a reaction SMILES: [NH:1]1[CH:7]=[CH:6][CH:5]=[CH:4][CH:3]=[C:2]1[C:8]1[O:9][CH2:10][C:11](=[O:19])[C:12]=1[C:13]([O:15][CH:16]([CH3:18])[CH3:17])=[O:14].[NH:20]1[C:28]2[C:23](=[CH:24][CH:25]=[CH:26][N:27]=2)[C:22]([CH:29]=O)=[CH:21]1>CC(O)C>[NH:20]1[C:28]2=[N:27][CH:26]=[CH:25][CH:24]=[C:23]2[C:22]([CH:29]=[C:10]2[O:9][C:8]([C:2]3[NH:1][CH:7]=[CH:6][CH:5]=[CH:4][CH:3]=3)=[C:12]([C:13]([O:15][CH:16]([CH3:17])[CH3:18])=[O:14])[C:11]2=[O:19])=[CH:21]1. Procedure details: To a stirred solution of isopropyl 2-azepinyl-4-oxo-4,5-dihydrofuran-3-carboxylate (0.033 g, 0.12 mmol) which similarly prepared according to the procedure described in the Example 4, First step and 7-azaindole-3-carboxaldehyde (0.019 g, 0.13 mmol) in 2-propanol (1.0 mL), hexamethyleneimine (0.0014 mL, 0.012 mmol) was added at ambient temperature. The mixture was refluxed for 12 days. Cooled to ambient temperature, the reaction mixture was purified by preparative HPLC to afford the titled compou... Yields the product COC(=O)c1cc(Br)cc([N+](=O)[O-])c1O. Reactants: COC(=O)c1cc(Br)ccc1O, O=[N+]([O-])O, O=S(=O)(O)O. RXN SMILES: [Br:1][c:2]1[cH:3][cH:4][c:5]([OH:12])[c:6]([C:7](=[O:8])[O:9][CH3:10])[cH:11]1.[OH:13][N+:14]([O-:15])=[O:16].[S:17](=[O:18])(=[O:19])([OH:20])[OH:21]>>[Br:1][c:2]1[cH:3][c:4]([N+:14](=[O:13])[O-:15])[c:5]([OH:12])[c:6]([C:7](=[O:8])[O:9][CH3:10])[cH:11]1.